From a dataset of the Open Reaction Database (ORD), a public repository of structured organic reaction records. describe an organic reaction: reactants, conditions, products, and yield Starting materials: CC(=O)OC1OC(C)CC12CCCCC2, Cc1cc(Cc2cc(C)cc(C(C)(C)C)c2O)c(O)c(C(C)(C)C)c1, C=C(C)C(=O)O. Yields the product C=C(C)C(=O)OC1OC(C)CC12CCCCC2. Reaction SMILES: [C:1]([O:2][CH:5]1[O:6][CH:7]([CH3:15])[CH2:8][C:9]12[CH2:10][CH2:11][CH2:12][CH2:13][CH2:14]2)(=[O:3])[CH3:4].[CH2:22]([c:23]1[c:24]([OH:25])[c:26]([C:27]([CH3:28])([CH3:29])[CH3:30])[cH:31][c:32]([CH3:33])[cH:34]1)[c:35]1[c:36]([OH:37])[c:38]([C:39]([CH3:40])([CH3:41])[CH3:42])[cH:43][c:44]([CH3:45])[cH:46]1.[CH3:16][C:17](=[CH2:18])[C:19]([OH:20])=[O:21]>>[CH:5]1([O:20][C:19]([C:17]([CH3:16])=[CH2:18])=[O:21])[O:6][CH:7]([CH3:15])[CH2:8][C:9]12[CH2:10][CH2:11][CH2:12][CH2:13][CH2:14]2. The reactants are C1CCOC1, CC(C)NCCCN, Cc1ccc(C(=O)NC(C)C)cc1-c1nc(S(C)=O)nc2c1CNC(=O)N2c1c(F)cccc1F. Product: Cc1ccc(C(=O)NC(C)C)cc1-c1nc(NCCCNC(C)C)nc2c1CNC(=O)N2c1c(F)cccc1F. Reaction SMILES: [CH2:44]1[O:45][CH2:46][CH2:47][CH2:48]1.[CH3:36][CH:37]([CH3:38])[NH:39][CH2:40][CH2:41][CH2:42][NH2:43].[F:1][c:2]1[c:3]([N:9]2[C:10](=[O:35])[NH:11][CH2:12][c:13]3[c:14]2[n:15][c:16]([S:32]([CH3:33])=[O:34])[n:17][c:18]3-[c:19]2[cH:20][c:21]([C:22](=[O:23])[NH:24][CH:25]([CH3:26])[CH3:27])[cH:28][cH:29][c:30]2[CH3:31])[c:4]([F:8])[cH:5][cH:6][cH:7]1>>[F:1][c:2]1[c:3]([N:9]2[C:10](=[O:35])[NH:11][CH2:12][c:13]3[c:14]2[n:15][c:16]([NH:43][CH2:42][CH2:41][CH2:40][NH:39][CH:37]([CH3:36])[CH3:38])[n:17][c:18]3-[c:19]2[cH:20][c:21]([C:22](=[O:23])[NH:24][CH:25]([CH3:26])[CH3:27])[cH:28][cH:29][c:30]2[CH3:31])[c:4]([F:8])[cH:5][cH:6][cH:7]1. Starting materials: BrC=1C(=CC2=C(C(=NCC(N2)=O)C2=C(C=CC=C2)Cl)C1)OC (7-bromo-5-(2-chlorophenyl)-1,3-dihydro-8-methoxy-2H-1,4-benzodiazepin-2-one), COC=1C=CC(=CC1)P2(=S)SP(=S)(S2)C=3C=CC(=CC3)OC (Lawesson's reagent). Run in COCCOC (1,2-dimethoxyethane). Reaction conditions: temperature 85 celsius. Yields the product BrC=1C(=CC2=C(C(=NCC(N2)=S)C2=C(C=CC=C2)Cl)C1)OC (7-bromo-5-(2-chlorophenyl)-1,3-dihydro-8-methoxy-2H-1,4-benzodiazepin-2-thione). The yield is 81.1%. Reaction SMILES: [Br:1][C:2]1[C:3]([O:21][CH3:22])=[CH:4][C:5]2[NH:11][C:10](=O)[CH2:9][N:8]=[C:7]([C:13]3[CH:18]=[CH:17][CH:16]=[CH:15][C:14]=3[Cl:19])[C:6]=2[CH:20]=1.COC1C=CC(P2(SP(C3C=CC(OC)=CC=3)(=S)S2)=[S:32])=CC=1>COCCOC>[Br:1][C:2]1[C:3]([O:21][CH3:22])=[CH:4][C:5]2[NH:11][C:10](=[S:32])[CH2:9][N:8]=[C:7]([C:13]3[CH:18]=[CH:17][CH:16]=[CH:15][C:14]=3[Cl:19])[C:6]=2[CH:20]=1. Procedure details: A mixture of 2.0 g (0.0053 mole) of 7-bromo-5-(2-chlorophenyl)-1,3-dihydro-8-methoxy-2H-1,4-benzodiazepin-2-one (Id), 200 mL of 1,2-dimethoxyethane and 2.13 g (0.0053 mole) of Lawesson's reagent (2,4-bis(4-methoxyphenyl)-2,4-disulfide-1,3,2,4-dithiadiphosphetane) was heated at 85° C. for 1 hour, then cooled and poured onto ice cold sodium bicarbonate solution. The mixture was extracted twice with ethyl acetate-methanol (9:1), and the organic layers washed successively with water and brine. The c... Reagents/catalysts: [Cu]I (copper(I) iodide). Starting materials: COC(C(C)(C)C1=CC=C(C=C1)Br)=O (2-(4-bromo-phenyl)-2-methyl-propionic acid methyl ester), [I-].[Na+] (sodium iodide), CNCCNC (N,N′-dimethylethylendiamine). Reaction SMILES: [CH3:1][O:2][C:3](=[O:14])[C:4]([C:7]1[CH:12]=[CH:11][C:10](Br)=[CH:9][CH:8]=1)([CH3:6])[CH3:5].[I-:15].[Na+].CNCCNC>O1CCOCC1.CCOC(C)=O.[Cu]I>[CH3:1][O:2][C:3](=[O:14])[C:4]([C:7]1[CH:12]=[CH:11][C:10]([I:15])=[CH:9][CH:8]=1)([CH3:6])[CH3:5] |f:1.2|. Run in O1CCOCC1 (1,4-dioxane), CCOC(=O)C (EtOAc). Conditions: temperature 110 celsius, time 12 hour. The product is COC(C(C)(C)C1=CC=C(C=C1)I)=O (2-(4-Iodo-phenyl)-2-methyl-propionic acid methyl ester). Procedure: To 0.45 g (1.7 mmol) 2-(4-bromo-phenyl)-2-methyl-propionic acid methyl ester (WO2008/002671) in 1.5 mL 1,4-dioxane are added 34 mg (0.18 mmol) copper(I) iodide, 0.53 g (3.5 mmol) sodium iodide and 0.04 mL (0.35 mmol) N,N′-dimethylethylendiamine under inert gas atmosphere. The mixture is stirred at 110° C. for 12 h. After cooling, the mixture is diluted with EtOAc and washed with 5% ammonia and water. The organic layer is dried over sodium sulphate. The solvent is evaporated to yield the desired ... Reactants: BrC=1C=CC2=C(C3=NC(=CN3CCO2)C2=NC=CC=C2C)C1 (9-bromo-2-(3-methylpyridin-2-yl)-4,5-dihydro-6-oxa-1,3a-diazabenzo[e]azulene), C(C)(C)N1CCC(CC1)S (1-isopropylpiperidine-4-thiol), CC1(C2=C(C(=CC=C2)P(C3=CC=CC=C3)C4=CC=CC=C4)OC5=C(C=CC=C51)P(C6=CC=CC=C6)C7=CC=CC=C7)C (XantPhos), CCN(C(C)C)C(C)C (DIPEA). The reagents and catalysts are C=1C=CC(=CC1)/C=C/C(=O)/C=C/C2=CC=CC=C2.C=1C=CC(=CC1)/C=C/C(=O)/C=C/C2=CC=CC=C2.C=1C=CC(=CC1)/C=C/C(=O)/C=C/C2=CC=CC=C2.[Pd].[Pd] (Pd2(dba)3). The solvent is O1CCOCC1 (dioxane). Conditions: temperature 120 celsius. The product is C(C)(C)N1CCC(CC1)SC=1C=CC2=C(C3=NC(=CN3CCO2)C2=NC=CC=C2C)C1 (9-(1-Isopropylpiperidin-4-ylsulfanyl)-2-(3-methylpyridin-2-yl)-4,5-dihydro-6-oxa-1,3a-diazabenzo[e]azulene). The yield is 53.7%. Reaction SMILES: Br[C:2]1[CH:3]=[CH:4][C:5]2[O:14][CH2:13][CH2:12][N:11]3[C:7](=[N:8][C:9]([C:15]4[C:20]([CH3:21])=[CH:19][CH:18]=[CH:17][N:16]=4)=[CH:10]3)[C:6]=2[CH:22]=1.[CH:23]([N:26]1[CH2:31][CH2:30][CH:29]([SH:32])[CH2:28][CH2:27]1)([CH3:25])[CH3:24].CC1(C)C2C(=C(P(C3C=CC=CC=3)C3C=CC=CC=3)C=CC=2)OC2C(P(C3C=CC=CC=3)C3C=CC=CC=3)=CC=CC1=2.CCN(C(C)C)C(C)C>O1CCOCC1.C1C=CC(/C=C/C(/C=C/C2C=CC=CC=2)=O)=CC=1.C1C=CC(/C=C/C(/C=C/C2C=CC=CC=2)=O)=CC=1.C1C=CC(/C=C/C(/C=C/C2C=CC=CC=2)=O)=CC=1.[Pd].[Pd]>[CH:23]([N:26]1[CH2:31][CH2:30][CH:29]([S:32][C:2]2[CH:3]=[CH:4][C:5]3[O:14][CH2:13][CH2:12][N:11]4[C:7](=[N:8][C:9]([C:15]5[C:20]([CH3:21])=[CH:19][CH:18]=[CH:17][N:16]=5)=[CH:10]4)[C:6]=3[CH:22]=2)[CH2:28][CH2:27]1)([CH3:25])[CH3:24] |f:5.6.7.8.9|. Reported procedure: A mixture of 9-bromo-2-(3-methylpyridin-2-yl)-4,5-dihydro-6-oxa-1,3a-diazabenzo[e]azulene (107 mg, 0.30 mmol), 1-isopropylpiperidine-4-thiol (72 mg, 0.45 mmol), Pd2(dba)3 (14 mg, 0.015 mmol, 5 mol %), XantPhos (17 mg, 0.030 mmol, 10 mol %) and DIPEA (210 μl, 1.20 mmol) in dioxane (4 mL) was purged with nitrogen and then heated at 120° C. for 1 h using microwave irradiation. The reaction mixture was diluted with DCM (75 mL) and purified by column chromatography (Si-PCC, gradient 0-10% 2M NH3/MeOH...